Dataset: the Open Reaction Database (ORD), a public repository of structured organic reaction records. Task: describe an organic reaction: reactants, conditions, products, and yield The reactants are CC(=O)NCC(CCl)OC(C)=O, CC(C)COC(=O)Nc1cccc(F)c1, CO, CCCCCCC, Cc1ccccc1, CN(C)C=O, [Cl-], [Li], [NH4+], O. Product: CC(=O)NCC1CN(c2cccc(F)c2)C(=O)O1. RXN SMILES: [C:16](=[O:18])([O:19][CH:20]([CH2:21][NH:22][C:23]([CH3:24])=[O:25])[CH2:26][Cl:17])[CH3:27].[CH3:1][CH:2]([CH3:3])[CH2:4][O:5][C:14]([NH:6][c:7]1[cH:8][c:9]([F:13])[cH:10][cH:11][cH:12]1)=[O:15].[CH3:28][OH:29].[CH3:33][CH2:34][CH2:35][CH2:36][CH2:37][CH2:38][CH3:39].[CH3:40][c:41]1[cH:42][cH:43][cH:44][cH:45][cH:46]1.[CH3:48][N:49]([CH3:50])[CH:51]=[O:52].[Cl-:31].[Li:30].[NH4+:32].[OH2:47]>>[N:6]1([c:7]2[cH:8][c:9]([F:13])[cH:10][cH:11][cH:12]2)[C:16](=[O:18])[O:19][CH:20]([CH2:21][NH:22][C:23]([CH3:24])=[O:25])[CH2:26]1. Reactants: OCCOCCc1ccc(Br)cc1, N#C[Cu], CN(C)C=O. Product: N#Cc1ccc(CCOCCO)cc1. Reaction SMILES: [Br:1][c:2]1[cH:3][cH:4][c:5]([CH2:8][CH2:9][O:10][CH2:11][CH2:12][OH:13])[cH:6][cH:7]1.[Cu:14][C:15]#[N:16].[O:17]=[CH:18][N:19]([CH3:20])[CH3:21]>>[c:2]1([C:15]#[N:16])[cH:3][cH:4][c:5]([CH2:8][CH2:9][O:10][CH2:11][CH2:12][OH:13])[cH:6][cH:7]1. Reactants: OCC(CC)(CO)CO (1,1,1-Tris(hydroxymethyl)propane), C1(=CC=C(C=C1)S(=O)(=O)Cl)C (p-Toluenesulfonyl chloride), [O-][Mn](=O)(=O)=O.[K+] (KMnO4), Cl (HCl), II (iodine). Solvent: N1=CC=CC=C1 (pyridine), ClCCl (dichloromethane). Conditions: time 2 hour. Product: CC1=CC=C(C=C1)S(=O)(=O)OCC(COS(=O)(=O)C1=CC=C(C=C1)C)(COS(=O)(=O)C1=CC=C(C)C=C1)CC (2-Ethyl-2-((tosyloxy)methyl)propane-1,3-diyl bis(4-methylbenzenesulfonate)). Reaction SMILES: [OH:1][CH2:2][C:3]([CH2:8][OH:9])([CH2:6][OH:7])[CH2:4][CH3:5].[C:10]1([CH3:20])[CH:15]=[CH:14][C:13]([S:16](Cl)(=[O:18])=[O:17])=[CH:12][CH:11]=1.II.[O-][Mn](=O)(=O)=O.[K+].Cl>ClCCl.N1C=CC=CC=1>[CH3:20][C:10]1[CH:15]=[CH:14][C:13]([S:16]([O:1][CH2:2][C:3]([CH2:4][CH3:5])([CH2:8][O:9][S:16]([C:13]2[CH:14]=[CH:15][C:10]([CH3:20])=[CH:11][CH:12]=2)(=[O:18])=[O:17])[CH2:6][O:7][S:16]([C:13]2[CH:14]=[CH:15][C:10]([CH3:20])=[CH:11][CH:12]=2)(=[O:18])=[O:17])(=[O:18])=[O:17])=[CH:12][CH:11]=1 |f:3.4|. Procedure details: 1,1,1-Tris(hydroxymethyl)propane (1; 10.01 g, 74.6 mmol) was added to a stirring solution of pyridine (82.5 mL) at −5° C. p-Toluenesulfonyl chloride (71.04 g, 372.63 mmol) was then slowly added. After 2 hours the reaction was brought to room temperature and stirred for approximately 2 days. The reaction progress was followed by silica gel TLC with dichloromethane (DCM) as the mobile phase and visualized using UV-Vis, iodine, and KMnO4 (ditosylate, Rf≈0.2; 2, Rf≈0.55; p-toluenesulfonyl chloride, ... The reactants are CC1(Br)OC(C)(C23CC4CC(CC(C4)C2)C3)OC1=O, CN(C)C=O. Yields the product C=C1OC(C)(C23CC4CC(CC(C4)C2)C3)OC1=O. Reaction SMILES: [Br:1][C:2]1([CH3:19])[C:3](=[O:18])[O:4][C:5]([C:7]23[CH2:8][CH:9]4[CH2:10][CH:11]([CH2:12][CH:13]([CH2:14]2)[CH2:15]4)[CH2:16]3)([CH3:17])[O:6]1.[CH3:20][N:21]([CH3:22])[CH:23]=[O:24]>>[C:2]1(=[CH2:19])[C:3](=[O:18])[O:4][C:5]([C:7]23[CH2:8][CH:9]4[CH2:10][CH:11]([CH2:12][CH:13]([CH2:14]2)[CH2:15]4)[CH2:16]3)([CH3:17])[O:6]1. Starting materials: C(C1=CC=CC=C1)OC(=O)N1CC(C1)C(=O)NC1=CC=C(OC2CCN(CC2)C(=O)OC(C)(C)C)C=C1 (tert-Butyl 4-(4-(1-(benzyloxycarbonyl)azetidine-3-carboxamido)phenoxy)piperidine-1-carboxylate). The reagents and catalysts are [OH-].[OH-].[Pd+2] (palladium hydroxide on carbon). Run in O1CCCC1 (tetrahydrofuran). Conditions: time 16 hour. Product: N1CC(C1)C(=O)NC1=CC=C(OC2CCN(CC2)C(=O)OC(C)(C)C)C=C1 (tert-butyl 4-(4-(azetidine-3-carboxamido)phenoxy)piperidine-1-carboxylate). Reaction SMILES: C(OC([N:11]1[CH2:14][CH:13]([C:15]([NH:17][C:18]2[CH:37]=[CH:36][C:21]([O:22][CH:23]3[CH2:28][CH2:27][N:26]([C:29]([O:31][C:32]([CH3:35])([CH3:34])[CH3:33])=[O:30])[CH2:25][CH2:24]3)=[CH:20][CH:19]=2)=[O:16])[CH2:12]1)=O)C1C=CC=CC=1>[OH-].[OH-].[Pd+2].O1CCCC1>[NH:11]1[CH2:14][CH:13]([C:15]([NH:17][C:18]2[CH:19]=[CH:20][C:21]([O:22][CH:23]3[CH2:24][CH2:25][N:26]([C:29]([O:31][C:32]([CH3:33])([CH3:35])[CH3:34])=[O:30])[CH2:27][CH2:28]3)=[CH:36][CH:37]=2)=[O:16])[CH2:12]1 |f:1.2.3|. Procedure details: tert-Butyl 4-(4-(1-(benzyloxycarbonyl)azetidine-3-carboxamido)phenoxy)piperidine-1-carboxylate (50 mg, 0.098 mmol) and tetrahydrofuran (5 ml) were added to 20% wet palladium hydroxide on carbon (10 mg, 0.071 mmol) in a 50 ml pressure bottle and the mixture was stirred for 16 hours at 30 psi and room temperature. The mixture was filtered through a nylon membrane and the filtrate was concentrated to give the title compound. Reactants: BrC1=CC=C(C=C1)NC(C=C)=O (N-(4-bromophenyl)acrylamide), Cl.C(C1=CC=CC=C1)OC=1C=C(C=CC1)C1(C(CNCC1)C)F (4-(3-benzyloxyphenyl)-4-fluoro-3-methylpiperidine hydrochloride). Yields the product Cl.C(C1=CC=CC=C1)OC=1C=C(C=CC1)C1(C(CN(CC1)CCC(=O)NC1=CC=C(C=C1)Br)C)F (3-[4-(3-Benzyloxyphenyl)-4-fluoro-3-methylpiperidin-1-yl]-N-(4-bromophenyl)propionamide Hydrochloride). Yield: 65.0%. RXN SMILES: [Br:1][C:2]1[CH:7]=[CH:6][C:5]([NH:8][C:9](=[O:12])[CH:10]=[CH2:11])=[CH:4][CH:3]=1.[ClH:13].[CH2:14]([O:21][C:22]1[CH:23]=[C:24]([C:28]2([F:35])[CH2:33][CH2:32][NH:31][CH2:30][CH:29]2[CH3:34])[CH:25]=[CH:26][CH:27]=1)[C:15]1[CH:20]=[CH:19][CH:18]=[CH:17][CH:16]=1>>[ClH:13].[CH2:14]([O:21][C:22]1[CH:23]=[C:24]([C:28]2([F:35])[CH2:33][CH2:32][N:31]([CH2:11][CH2:10][C:9]([NH:8][C:5]3[CH:4]=[CH:3][C:2]([Br:1])=[CH:7][CH:6]=3)=[O:12])[CH2:30][CH:29]2[CH3:34])[CH:25]=[CH:26][CH:27]=1)[C:15]1[CH:16]=[CH:17][CH:18]=[CH:19][CH:20]=1 |f:1.2,3.4|. Procedure details: This material was synthesized by the reaction of N-(4-bromophenyl)acrylamide with 4-(3-benzyloxyphenyl)-4-fluoro-3-methylpiperidine hydrochloride as described in Step 1 of Example 20. The desired compound was obtained as a light yellow solid in 65% yield. The reactants are CC(C)(C)OC(=O)NC(CO)c1ccc(OCc2ccccc2)cc1, CCO, ClCCl, [Pd]. Yields the product CC(C)(C)OC(=O)NC(CO)c1ccc(O)cc1. RXN SMILES: [C:1]([CH3:2])([CH3:3])([CH3:4])[O:5][C:6]([NH:7][CH:8]([CH2:9][OH:10])[c:11]1[cH:12][cH:13][c:14]([O:17][CH2:18][c:19]2[cH:20][cH:21][cH:22][cH:23][cH:24]2)[cH:15][cH:16]1)=[O:25].[CH3:26][CH2:27][OH:28].[Cl:29][CH2:30][Cl:31].[Pd:32]>>[C:1]([CH3:2])([CH3:3])([CH3:4])[O:5][C:6]([NH:7][CH:8]([CH2:9][OH:10])[c:11]1[cH:12][cH:13][c:14]([OH:17])[cH:15][cH:16]1)=[O:25].